Dataset: the Open Reaction Database (ORD), a public repository of structured organic reaction records. Task: describe an organic reaction: reactants, conditions, products, and yield The reactants are C(C)(C)(C)[S@](=O)N[C@H](C)C1=CC=C(C(=O)OC(C)(C)C)C=C1 (tert-butyl 4-[(1R)-1-{[(S)-tert-butylsulfinyl]amino}ethyl]benzoate), Cl (hydrochloric acid). Reaction conditions: temperature 60 celsius. Yields the product Cl.N[C@H](C)C1=CC=C(C(=O)O)C=C1 ((R)-4-(1-aminoethyl)benzoic acid hydrochloride). As a reaction SMILES: C([S@@]([NH:7][C@@H:8]([C:10]1[CH:22]=[CH:21][C:13]([C:14]([O:16]C(C)(C)C)=[O:15])=[CH:12][CH:11]=1)[CH3:9])=O)(C)(C)C.[ClH:23]>>[ClH:23].[NH2:7][C@@H:8]([C:10]1[CH:22]=[CH:21][C:13]([C:14]([OH:16])=[O:15])=[CH:12][CH:11]=1)[CH3:9] |f:2.3|. Procedure: To a vial containing tert-butyl 4-[(1R)-1-{[(S)-tert-butylsulfinyl]amino}ethyl]benzoate (0.065 g, 0.20 mmol) was added hydrochloric acid (2.0 mL, 8.0 mmol, 4.0 M in 1,4-dioxane). This vial was capped and heated at 60° C. for 2 h, and then completely evaporated to afford (R)-4-(1-aminoethyl)benzoic acid hydrochloride as a white solid. LC-MS: (FA) ES+ 166. The reactants are ClC1=NC=C(C=N1)O (2-chloro-5-hydroxypyrimidine), ClCC1=CSC=C1 (3-chloromethylthiophene), C([O-])([O-])=O.[K+].[K+] (potassium carbonate), CN(C=O)C (dimethylformamide). Run in O (water). Reaction conditions: temperature 50 celsius, time 1 hour. Yields the product ClC1=NC=C(C=N1)OCC1=CSC=C1 (2-chloro-5-(3-thienylmethoxy)pyrimidine). The yield is 99.3%. RXN SMILES: [Cl:1][C:2]1[N:7]=[CH:6][C:5]([OH:8])=[CH:4][N:3]=1.Cl[CH2:10][C:11]1[CH:15]=[CH:14][S:13][CH:12]=1.C(=O)([O-])[O-].[K+].[K+].CN(C)C=O>O>[Cl:1][C:2]1[N:7]=[CH:6][C:5]([O:8][CH2:10][C:11]2[CH:15]=[CH:14][S:13][CH:12]=2)=[CH:4][N:3]=1 |f:2.3.4|. Procedure details: A mixture of 2-chloro-5-hydroxypyrimidine (200 mg), 3-chloromethylthiophene (610 mg), potassium carbonate (635 mg) and dimethylformamide (3 ml) is stirred at 50° C. for one hour. After the reaction is complete, to the reaction mixture is added water, and extracted with ethyl acetate. The organic layer is washed with water and saturated brine, dried, and concentrated under reduced pressure. The residue is purified by silica gel column chromatography (solvent; n-hexane/ethyl acetate=20:1→20:3), an... Starting materials: Cc1cc(C(=O)Nc2c[nH]c3ncc(Br)c(F)c23)no1, CCCCO, CO, CC#N, CC(C)(C)OC(=O)NC1CCCNC1. Yields the product Cc1cc(C(=O)Nc2c[nH]c3ncc(Br)c(N4CCCC(NC(=O)OC(C)(C)C)C4)c23)no1. As a reaction SMILES: [Br:1][c:2]1[c:3]([F:20])[c:4]2[c:5]([n:6][cH:7]1)[nH:8][cH:9][c:10]2[NH:11][C:12](=[O:13])[c:14]1[n:15][o:16][c:17]([CH3:19])[cH:18]1.[CH2:40]([OH:41])[CH2:42][CH2:43][CH3:44].[CH3:35][OH:36].[CH3:37][C:38]#[N:39].[NH:21]1[CH2:22][CH:23]([NH:27][C:28]([O:29][C:30]([CH3:31])([CH3:32])[CH3:33])=[O:34])[CH2:24][CH2:25][CH2:26]1>>[Br:1][c:2]1[c:3]([N:21]2[CH2:22][CH:23]([NH:27][C:28]([O:29][C:30]([CH3:31])([CH3:32])[CH3:33])=[O:34])[CH2:24][CH2:25][CH2:26]2)[c:4]2[c:5]([n:6][cH:7]1)[nH:8][cH:9][c:10]2[NH:11][C:12](=[O:13])[c:14]1[n:15][o:16][c:17]([CH3:19])[cH:18]1.